From a dataset of the Open Reaction Database (ORD), a public repository of structured organic reaction records. describe an organic reaction: reactants, conditions, products, and yield The reactants are CC(O)C#CC1CCC2C3CCC4CC(O[Si](c5ccccc5)(c5ccccc5)C(C)(C)C)CCC4(C)C3CCC12C, ClCCl, O=[Cr](=O)([O-])Cl, c1cc[nH+]cc1. Product: CC(=O)C#CC1CCC2C3CCC4CC(O[Si](c5ccccc5)(c5ccccc5)C(C)(C)C)CCC4(C)C3CCC12C. RXN SMILES: [C:12]([CH3:13])([CH3:14])([CH3:15])[Si:16]([O:17][CH:18]1[CH2:19][CH:20]2[CH2:21][CH2:22][CH:23]3[CH:24]4[CH2:25][CH2:26][CH:27]([C:37]#[C:38][CH:39]([CH3:40])[OH:41])[C:28]4([CH3:29])[CH2:30][CH2:31][CH:32]3[C:33]2([CH3:36])[CH2:34][CH2:35]1)([c:42]1[cH:43][cH:44][cH:45][cH:46][cH:47]1)[c:48]1[cH:49][cH:50][cH:51][cH:52][cH:53]1.[Cl:54][CH2:55][Cl:56].[O:1]=[Cr:2]([Cl:3])([O-:4])=[O:5].[nH+:6]1[cH:7][cH:8][cH:9][cH:10][cH:11]1>>[C:12]([CH3:13])([CH3:14])([CH3:15])[Si:16]([O:17][CH:18]1[CH2:19][CH:20]2[CH2:21][CH2:22][CH:23]3[CH:24]4[CH2:25][CH2:26][CH:27]([C:37]#[C:38][C:39]([CH3:40])=[O:41])[C:28]4([CH3:29])[CH2:30][CH2:31][CH:32]3[C:33]2([CH3:36])[CH2:34][CH2:35]1)([c:42]1[cH:43][cH:44][cH:45][cH:46][cH:47]1)[c:48]1[cH:49][cH:50][cH:51][cH:52][cH:53]1. Starting materials: C(C)(C)N(C(C)C)CC (N,N,-diisopropylethylamine), BrCCCCCCOCCCCC1=CC(=CC=C1)S(=O)(=O)C1CCCC1 (1-{4-[(6-bromohexyl)oxy]butyl}-3-(cyclopentylsulfonyl)benzene), C(C1=CC=CC=C1)NC[C@H](O)C1=C2C=CC(NC2=C(C=C1)OCC1=CC=CC=C1)=O (5-[(1R)-2-(Benzylamino)-1-hydroxyethyl]-8-(benzyloxy)quinolin-2(1H)-one). The solvent is O (water), CC#N (MeCN). The product is C1(CCCC1)S(=O)(=O)C=1C=C(C=CC1)CCCCOCCCCCCN(C[C@H](O)C1=C2C=CC(NC2=C(C=C1)OCC1=CC=CC=C1)=O)CC1=CC=CC=C1 (5-{(1R)-2-[[6-({4-[3-(Cyclopentylsulfonyl)phenyl]butyl}oxy)hexyl](phenylmethyl)amino]-1-hydroxyethyl}-8-[(Phenylmethyl)oxy]-2(1H)-quinolinone). Yield: 25.2%. RXN SMILES: [CH2:1]([NH:8][CH2:9][C@@H:10]([C:12]1[CH:21]=[CH:20][C:19]([O:22][CH2:23][C:24]2[CH:29]=[CH:28][CH:27]=[CH:26][CH:25]=2)=[C:18]2[C:13]=1[CH:14]=[CH:15][C:16](=[O:30])[NH:17]2)[OH:11])[C:2]1[CH:7]=[CH:6][CH:5]=[CH:4][CH:3]=1.C(N(CC)C(C)C)(C)C.Br[CH2:41][CH2:42][CH2:43][CH2:44][CH2:45][CH2:46][O:47][CH2:48][CH2:49][CH2:50][CH2:51][C:52]1[CH:57]=[CH:56][CH:55]=[C:54]([S:58]([CH:61]2[CH2:65][CH2:64][CH2:63][CH2:62]2)(=[O:60])=[O:59])[CH:53]=1>CC#N.O>[CH:61]1([S:58]([C:54]2[CH:53]=[C:52]([CH2:51][CH2:50][CH2:49][CH2:48][O:47][CH2:46][CH2:45][CH2:44][CH2:43][CH2:42][CH2:41][N:8]([CH2:1][C:2]3[CH:7]=[CH:6][CH:5]=[CH:4][CH:3]=3)[CH2:9][C@@H:10]([C:12]3[CH:21]=[CH:20][C:19]([O:22][CH2:23][C:24]4[CH:29]=[CH:28][CH:27]=[CH:26][CH:25]=4)=[C:18]4[C:13]=3[CH:14]=[CH:15][C:16](=[O:30])[NH:17]4)[OH:11])[CH:57]=[CH:56][CH:55]=2)(=[O:60])=[O:59])[CH2:65][CH2:64][CH2:63][CH2:62]1. Procedure details: 5-[(1R)-2-(Benzylamino)-1-hydroxyethyl]-8-(benzyloxy)quinolin-2(1H)-one (40 mg) was dissolved in MeCN (2 ml). N,N,-diisopropylethylamine (0.03 ml) and 1-{4-[(6-bromohexyl)oxy]butyl}-3-(cyclopentylsulfonyl)benzene (Example 1v) (30 mg) were added and the reaction mixture was heated at 80° under nitrogen for 48 h. The mixture was then diluted with water and extracted with EtOAc. The organic phases were combined, dried (MgSO4), and evaporated in vacuo. The residue was purified on a silica SPE bond e... Reactants: O=C([O-])[O-], CC(C)(C)OC(=O)N1CCCC1c1nc2ccc(C#C[Si](C)(C)C)cc2[nH]1, CO, [K+], [K+]. Reaction SMILES: [C:1](=[O:2])([O-:3])[O-:4].[C:7]([CH3:8])([CH3:9])([CH3:10])[O:11][C:12](=[O:13])[N:14]1[CH:15]([c:19]2[n:20][c:21]3[c:22]([nH:23]2)[cH:24][c:25]([C:28]#[C:29][Si:30]([CH3:31])([CH3:32])[CH3:33])[cH:26][cH:27]3)[CH2:16][CH2:17][CH2:18]1.[CH3:34][OH:35].[K+:5].[K+:6]>>[C:7]([CH3:8])([CH3:9])([CH3:10])[O:11][C:12](=[O:13])[N:14]1[CH:15]([c:19]2[n:20][c:21]3[c:22]([nH:23]2)[cH:24][c:25]([C:28]#[CH:29])[cH:26][cH:27]3)[CH2:16][CH2:17][CH2:18]1. Yields the product C#Cc1ccc2nc(C3CCCN3C(=O)OC(C)(C)C)[nH]c2c1. The reactants are O=C([O-])[O-], CN(C)C=O, CC(=O)Nc1cc(F)c([N+](=O)[O-])cc1F, [K+], [K+], O, COC(=O)COc1ncccc1O. Product: COC(=O)COc1ncccc1Oc1cc(NC(C)=O)c(F)cc1[N+](=O)[O-]. RXN SMILES: [C:1](=[O:2])([O-:3])[O-:4].[CH3:36][N:37]([CH3:38])[CH:39]=[O:40].[F:20][c:21]1[c:22]([NH:31][C:32]([CH3:33])=[O:34])[cH:23][c:24]([F:30])[c:25]([N+:27](=[O:28])[O-:29])[cH:26]1.[K+:5].[K+:6].[OH2:35].[OH:7][c:8]1[c:9]([O:14][CH2:15][C:16](=[O:17])[O:18][CH3:19])[n:10][cH:11][cH:12][cH:13]1>>[O:7]([c:8]1[c:9]([O:14][CH2:15][C:16](=[O:17])[O:18][CH3:19])[n:10][cH:11][cH:12][cH:13]1)[c:24]1[cH:23][c:22]([NH:31][C:32]([CH3:33])=[O:34])[c:21]([F:20])[cH:26][c:25]1[N+:27](=[O:28])[O-:29]. Reaction SMILES: [CH2:1]([Mg]Cl)[CH3:2].[C:5]([C:7]1[CH:13]=[CH:12][CH:11]=[CH:10][C:8]=1[NH2:9])#N.Cl.C1C[O:18]CC1>>[NH2:9][C:8]1[CH:10]=[CH:11][CH:12]=[CH:13][C:7]=1[C:5](=[O:18])[CH2:1][CH3:2]. Procedure: A 2.0N solution of ethylmagnesium chloride in THF (100 ml) was cooled to 0° C. under nitrogen atmosphere, and thereto was added dropwise a solution of 2-cyanoaniline (7.90 g) in THF (65 ml) over a period of 50 minutes. The mixture was stirred at room temperature for 20 minutes, and refluxed for 3 hours. The reaction solution was cooled to 0° C., and thereto was added a 4N aqueous hydrochloric acid solution (80 ml) over a period of 40 minutes, and the mixture was further refluxed for 3 hours. The... Conditions: time 20 minute. Isolated yield 68.0%. The reactants are C(#N)C1=C(N)C=CC=C1 (2-cyanoaniline), C1CCOC1 (THF), Cl (hydrochloric acid), solution, C(C)[Mg]Cl (ethylmagnesium chloride), C1CCOC1 (THF). The product is NC1=C(C=CC=C1)C(CC)=O (1-(2-aminophenyl)-1-propanone). Starting materials: C(C)(C)(C)NC(O)=O.C(CCC)C1(CC1)S(=O)(=O)N (1-butyl-cyclopropylsulfonylamine tert-butylcarbamate), C(=O)(C(F)(F)F)O (TFA). The product is C(CCC)C1(CC1)S(=O)(=O)N (1-butyl-cyclopropanesulfonic acid amide). RXN SMILES: C(NC(=O)O)(C)(C)C.[CH2:9]([C:13]1([S:16]([NH2:19])(=[O:18])=[O:17])[CH2:15][CH2:14]1)[CH2:10][CH2:11][CH3:12].C(O)(C(F)(F)F)=O>>[CH2:9]([C:13]1([S:16]([NH2:19])(=[O:17])=[O:18])[CH2:15][CH2:14]1)[CH2:10][CH2:11][CH3:12] |f:0.1|. Reported procedure: Step 30b) A mixture of 1-butyl-cyclopropylsulfonylamine tert-butylcarbamate (1.2 g, 4.3 mmol) and TFA (2 mL, 26 mmol) was stirred at rt overnite. The solvent was removed in vacuo and the residue was chromatographed over SiO2 eluting with EtOAC/Hexanes (0% to 50%) to afford 1-butyl-cyclopropanesulfonic acid amide, as a white solid (0.69 g, 90%): 1H NMR (methanol-d4) □ ppm 0.83 (m, 2H), 0.92 (t, J=7.32 Hz, 2H), 1.24 (m, 2H), 1.34 (m, 2H), 1.47 (m, 2H), 1.87 (m, 2H); 1CNMR (methanol-d4) □ ppm 12.09...